Dataset: the Open Reaction Database (ORD), a public repository of structured organic reaction records. Task: describe an organic reaction: reactants, conditions, products, and yield Reaction SMILES: C[Si](C)(C)CCOCN1C2C=CC=CC=2N=C1[C:16]1[C:24]2[C:19](=[CH:20][CH:21]=[CH:22][CH:23]=2)[NH:18][N:17]=1>O1CCOCC1.CCOC(C)=O>[NH:18]1[C:19]2[C:24](=[CH:23][CH:22]=[CH:21][CH:20]=2)[CH:16]=[N:17]1. Product: N1N=CC2=CC=CC=C12 (1H-indazol). Run in O1CCOCC1 (dioxane), CCOC(=O)C (EtOAc). Reported procedure: Preparation of 6-[5-methoxy-2-hydroxymethyl-4-(2-trimethylsilanyl-ethoxymethoxy)phenyl]-1-(2-trimethylsilanyl)-ethoxymethyl)-3-[1-(2-trimethylsilanyl-ethoxymethyl)-1H-benzoimidazol-2-yl]-1H-indazole: 6-Iodo-1-[2-(trimethyl-silanyl)-ethoxymethyl]-3-{1-[2-(trimethyl-silanyl-ethoxymethyl]-1H-benzoimidazol-2-yl}-1H-indazole [Example 24(a), step (v)] (300 mg, 0.48 mmol) and [4-methoxy-5-(2-trimethylsilanyl)-ethoxymethoxy-2-trimethylstannanyl-phenyl]-methanol (282 mg, 0.63 mmol) were stirred in dioxan... Reactants: 6-Iodo-1-[2-(trimethyl-silanyl)-ethoxymethyl], [4-methoxy-5-(2-trimethylsilanyl)-ethoxymethoxy-2-trimethylstannanyl-phenyl]-methanol, C[Si](CCOCN1C(=NC2=C1C=CC=C2)C2=NNC1=CC=CC=C21)(C)C (3-[1-(2-trimethylsilanyl-ethoxymethyl)-1H-benzoimidazol-2-yl]-1H-indazole). Yields the product ClC1=CC=C(C=C1)C1=C(N(C2=CC=C(C=C12)OC(CO)(C)C)C)C (2-[3-(4-chlorophenyl)-1,2-dimethyl-1H-indole-5-yloxy]-2-methyl-propanol). Procedure details: The above compound was prepared from 2-[3-(4-chlorophenyl)-1,2-dimethyl-1H-indole-5-yloxy]-2-methyl-propanoic acid and lithiumaluminium hydride using a procedure analogous to that of Example 125. Reaction SMILES: [Cl:1][C:2]1[CH:7]=[CH:6][C:5]([C:8]2[C:16]3[C:11](=[CH:12][CH:13]=[C:14]([O:17][C:18]([CH3:23])([CH3:22])[C:19](O)=[O:20])[CH:15]=3)[N:10]([CH3:24])[C:9]=2[CH3:25])=[CH:4][CH:3]=1.[H-].[Al+3].[Li+].[H-].[H-].[H-]>>[Cl:1][C:2]1[CH:3]=[CH:4][C:5]([C:8]2[C:16]3[C:11](=[CH:12][CH:13]=[C:14]([O:17][C:18]([CH3:22])([CH3:23])[CH2:19][OH:20])[CH:15]=3)[N:10]([CH3:24])[C:9]=2[CH3:25])=[CH:6][CH:7]=1 |f:1.2.3.4.5.6|. The reactants are ClC1=CC=C(C=C1)C1=C(N(C2=CC=C(C=C12)OC(C(=O)O)(C)C)C)C (2-[3-(4-chlorophenyl)-1,2-dimethyl-1H-indole-5-yloxy]-2-methyl-propanoic acid), [H-].[Al+3].[Li+].[H-].[H-].[H-] (lithiumaluminium hydride). Reactants: Br, CC(C)CC(NC(=O)OCc1ccccc1)C(=O)O, CCOC(C)=O, CCN=C=NCCCN(C)C, CCN(C(C)C)C(C)C, Cl, NC1CCOC1=O, CN(C)C=O, O, On1nnc2ccccc21. The product is CC(C)CC(NC(=O)OCc1ccccc1)C(=O)NC1CCOC1=O. RXN SMILES: [BrH:20].[C:1](=[O:2])([O:3][CH2:4][c:5]1[cH:6][cH:7][cH:8][cH:9][cH:10]1)[NH:11][CH:12]([CH2:13][CH:14]([CH3:15])[CH3:16])[C:17](=[O:18])[OH:19].[C:65]([O:66][CH2:67][CH3:68])(=[O:69])[CH3:70].[CH3:39][N:40]([CH3:41])[CH2:42][CH2:43][CH2:44][N:45]=[C:46]=[N:47][CH2:48][CH3:49].[CH:50]([N:51]([CH2:52][CH3:53])[CH:54]([CH3:55])[CH3:56])([CH3:57])[CH3:58].[ClH:38].[NH2:21][CH:22]1[C:23](=[O:24])[O:25][CH2:26][CH2:27]1.[O:59]=[CH:60][N:61]([CH3:62])[CH3:63].[OH2:64].[OH:28][n:29]1[c:30]2[c:31]([cH:32][cH:33][cH:34][cH:35]2)[n:36][n:37]1>>[C:1](=[O:2])([O:3][CH2:4][c:5]1[cH:6][cH:7][cH:8][cH:9][cH:10]1)[NH:11][CH:12]([CH2:13][CH:14]([CH3:15])[CH3:16])[C:17](=[O:19])[NH:21][CH:22]1[C:23](=[O:24])[O:25][CH2:26][CH2:27]1. Starting materials: ClC1=CC=C(C=C1)N=C=O (4-chlorophenyl isocyanate), diamine, [N-]=C=O (isocyanate), NC1=C2C(=NCN1C1=CC(=CC=C1)N)OC=C2 (4-Amino-3-(3-aminophenyl)furo[2,3-d]pyrimidine). The product is NC1=C2C(=NCN1C1=CC(=CC=C1)NC(=O)NC1=CC=C(C=C1)Cl)OC=C2 (4-Amino-3-(3-((4-chlorophenyl)aminocarbonylamino)-phenyl)furo[2,3-d]pyrimidine). As a reaction SMILES: [Cl:1][C:2]1[CH:7]=[CH:6][C:5]([N:8]=[C:9]=[O:10])=[CH:4][CH:3]=1.[N-]=C=O.[NH2:14][C:15]1[N:20]([C:21]2[CH:26]=[CH:25][CH:24]=[C:23]([NH2:27])[CH:22]=2)[CH2:19][N:18]=[C:17]2[O:28][CH:29]=[CH:30][C:16]=12>>[NH2:14][C:15]1[N:20]([C:21]2[CH:26]=[CH:25][CH:24]=[C:23]([NH:27][C:9]([NH:8][C:5]3[CH:6]=[CH:7][C:2]([Cl:1])=[CH:3][CH:4]=3)=[O:10])[CH:22]=2)[CH2:19][N:18]=[C:17]2[O:28][CH:29]=[CH:30][C:16]=12. Reported procedure: The compound was prepared following the procedure described Example 232(b), using 4-chlorophenyl isocyanate as the isocyanate of choice and 4-Amino-3-(3-aminophenyl)furo[2,3-d]pyrimidine (10) as the diamine of choice. MS(ES) m/e 380 [M+H]+.